From a dataset of the Open Reaction Database (ORD), a public repository of structured organic reaction records. describe an organic reaction: reactants, conditions, products, and yield Starting materials: ClC=1C=CC2=C(NC(S2)=O)C1 (5-chloro-3H-benzothiazol-2-one), N(=C=O)CCCCCCC (1-isocyanatoheptane). The solvent is O1CCOCC1 (dioxane). Yields the product ClC=1C=CC2=C(NC(S2)=O)C1.CCC(CCCC)C(=O)N (5-Chloro-2-oxobenzothiazole 3-heptylcarboxamide). Reaction SMILES: [Cl:1][C:2]1[CH:3]=[CH:4][C:5]2[S:9][C:8](=[O:10])[NH:7][C:6]=2[CH:11]=1.N([CH2:15][CH2:16][CH2:17][CH2:18][CH2:19][CH2:20][CH3:21])=C=O>O1CCOCC1>[Cl:1][C:2]1[CH:3]=[CH:4][C:5]2[S:9][C:8](=[O:10])[NH:7][C:6]=2[CH:11]=1.[CH3:21][CH2:20][CH:19]([C:8]([NH2:7])=[O:10])[CH2:18][CH2:17][CH2:16][CH3:15] |f:3.4|. Reported procedure: 300 mg (1.37 mmol) of 5-chloro-3H-benzothiazol-2-one were reacted in analogy to Example 1 with 174 mg (1.37 mmol) of 1-isocyanatoheptane in dioxane at 80° C. Yield: 100 mg (19%), M+H+: 327.38. Reactants: OC1=CC=C(C=C1)CCC(=O)O (3-(4-hydroxyphenyl)propionic acid), C(C)(=O)[O-].[NH4+] (Ammonium acetate), [Na] (Sodium), BrC(C(=O)C1=CC=CC=C1)C1=CC=CC=C1 (2-bromo-2-phenylacetophenone). Reagents/catalysts: OS(=O)(=O)O (H2SO4). Run in O (water), C(C)(=O)O (acetic acid), C(C)O (ethanol). Conditions: time 100 minute. Yields the product C1(=CC=CC=C1)C=1N=C(OC1C1=CC=CC=C1)CCC1=CC=C(C=C1)O (4-[2 -(4,5-diphenyl-2-oxazolyl)ethyl]phenol). Isolated yield 65.1%. As a reaction SMILES: [Na].[OH:2][C:3]1[CH:8]=[CH:7][C:6]([CH2:9][CH2:10][C:11]([OH:13])=O)=[CH:5][CH:4]=1.Br[CH:15]([C:24]1[CH:29]=[CH:28][CH:27]=[CH:26][CH:25]=1)[C:16]([C:18]1[CH:23]=[CH:22][CH:21]=[CH:20][CH:19]=1)=O.C([O-])(=O)C.[NH4+:34]>C(O)C.OS(O)(=O)=O.C(O)(=O)C.O>[C:18]1([C:16]2[N:34]=[C:11]([CH2:10][CH2:9][C:6]3[CH:5]=[CH:4][C:3]([OH:2])=[CH:8][CH:7]=3)[O:13][C:15]=2[C:24]2[CH:29]=[CH:28][CH:27]=[CH:26][CH:25]=2)[CH:23]=[CH:22][CH:21]=[CH:20][CH:19]=1 |f:3.4,^1:0|. Procedure: Sodium metal (1.00 g, 43 mg atom) was dissolved in ethanol (125 mL) and 3-(4-hydroxyphenyl)propionic acid (6.04 g, 36 mmol) added to give a white precipitate. The mixture was warmed briefly with stirring and concentrated H2SO4 (3 drops) added followed by 2-bromo-2-phenylacetophenone (1.00 g, 36 mmol). The mixture was heated at reflux for 2 hours, cooled, concentrated and diluted with water. The mixture was extracted with CH2Cl2, the combined extracts dried over sodium sulfate and concentrated to... Reactants: ClC1=NC(=CC=C1)F (2-Chloro-6-fluoropyridine), C(CCC)[Li] (n-Butyllithium), ClC(=O)OC (methyl chloroformate). Solvent: O1CCCC1 (tetrahydrofuran). Conditions: temperature 0 celsius, time 30 minute. The product is ClC1=NC(=C(C(=O)OC)C=C1)F (Methyl 6-chloro-2-fluoronicotinate). Reaction SMILES: [Cl:1][C:2]1[CH:7]=[CH:6][CH:5]=[C:4]([F:8])[N:3]=1.C([Li])CCC.Cl[C:15]([O:17][CH3:18])=[O:16]>O1CCCC1>[Cl:1][C:2]1[CH:7]=[CH:6][C:5]([C:15]([O:17][CH3:18])=[O:16])=[C:4]([F:8])[N:3]=1. Procedure: 2-Chloro-6-fluoropyridine (298 mg, 2.3 mmol) was taken up in tetrahydrofuran (11.4 mL) and cooled to −78° C. n-Butyllithium (1.42 mL of 1.6 M in hexanes, 2.3 mmol) was added dropwise over 5 min. The solution was stirred for 30 minutes and methyl chloroformate (0.3 mL, 3.9 mmol) was added dropwise over 15 minutes. The resulting mixture was stirred at −78° C. for 2 hrs and then warmed to 0° C. and stirred for 3 hours. The reaction was then quenched with saturated aqueous ammonium chloride and extr... Starting materials: C(C1=CC=CC=C1)OCC(=O)Cl (benzyloxyacetylchloride), CC(C(CNC)=O)C (3-methyl-1-methylamino-2-butanone), C(C)(=O)OCC (ethyl acetate), C(O)([O-])=O.[Na+] (sodium hydrogen carbonate). Solvent: O (water). Conditions: temperature 0 celsius. Yields the product C(C1=CC=CC=C1)OCC(=O)N(CC(C(C)C)=O)C (2-benzyloxy-N-methyl-N-(3-methyl-2-oxobutyl)-acetamide). Isolated yield 41.6%. RXN SMILES: [CH3:1][CH:2]([CH3:8])[C:3](=[O:7])[CH2:4][NH:5][CH3:6].C(OCC)(=O)C.C(=O)([O-])O.[Na+].[CH2:20]([O:27][CH2:28][C:29](Cl)=[O:30])[C:21]1[CH:26]=[CH:25][CH:24]=[CH:23][CH:22]=1>O>[CH2:20]([O:27][CH2:28][C:29]([N:5]([CH3:6])[CH2:4][C:3](=[O:7])[CH:2]([CH3:8])[CH3:1])=[O:30])[C:21]1[CH:26]=[CH:25][CH:24]=[CH:23][CH:22]=1 |f:2.3|. Reported procedure: A mixture of 6.1 g (52.9 mmol)of 3-methyl-1-methylamino-2-butanone, 70.0 ml of ethyl acetate and 41.0 ml of water was stirred at 0° C. Added was 7.1 g (84.6 mmol)of sodium hydrogen carbonate, and the mixture was stirred for 10 minutes. There was added 8.5 ml (54.0 mmol)of benzyloxyacetylchloride over 30 minutes. After stirring at room temperature for 10 hours, the ethyl acetate layer was separated, washed with saturated brine, dried over anhydrous sodium sulfate, filtered, and concentrated. The ... Starting materials: CN(C)C1CCN(c2nc3cc([N+](=O)[O-])ccc3o2)C1, CC(=O)O, O. The product is CN(C)C1CCN(c2nc3cc(N)ccc3o2)C1. As a reaction SMILES: [CH3:1][N:2]([CH:3]1[CH2:4][N:5]([c:8]2[o:9][c:10]3[c:11]([n:12]2)[cH:13][c:14]([N+:17]([O-:18])=[O:19])[cH:15][cH:16]3)[CH2:6][CH2:7]1)[CH3:20].[CH3:21][C:22](=[O:23])[OH:24].[OH2:25]>>[CH3:1][N:2]([CH:3]1[CH2:4][N:5]([c:8]2[o:9][c:10]3[c:11]([n:12]2)[cH:13][c:14]([NH2:17])[cH:15][cH:16]3)[CH2:6][CH2:7]1)[CH3:20]. The reactants are resultant suspension, C(=O)(O)[O-].[Na+] (NaHCO3), ClS(=O)(=O)C1=CC=C(C(=O)OC)C=C1 (methyl 4-(chlorosulfonyl)benzoate), [H-].[Na+] (NaH), oil, resultant solution, FC=1C=CC=2N(C1)C(=C(N2)NC(OC(C)(C)C)=O)C (tert-Butyl (6-fluoro-3-methylimidazo[1,2-a]pyridin-2-yl)carbamate), ice water. The solvent is CN(C)C=O (DMF). Run at time 30 minute. The product is C(C)(C)(C)OC(=O)N(S(=O)(=O)C1=CC=C(C(=O)OC)C=C1)C=1N=C2N(C=C(C=C2)F)C1C (Methyl 4-(N-(tert-butoxycarbonyl)-N-(6-fluoro-3-methylimidazo[1,2-a]pyridin-2-yl)sulfamoyl)benzoate). RXN SMILES: [F:1][C:2]1[CH:3]=[CH:4][C:5]2[N:6]([C:8]([CH3:19])=[C:9]([NH:11][C:12](=[O:18])[O:13][C:14]([CH3:17])([CH3:16])[CH3:15])[N:10]=2)[CH:7]=1.[H-].[Na+].Cl[S:23]([C:26]1[CH:35]=[CH:34][C:29]([C:30]([O:32][CH3:33])=[O:31])=[CH:28][CH:27]=1)(=[O:25])=[O:24].C([O-])(O)=O.[Na+]>CN(C=O)C>[C:14]([O:13][C:12]([N:11]([C:9]1[N:10]=[C:5]2[CH:4]=[CH:3][C:2]([F:1])=[CH:7][N:6]2[C:8]=1[CH3:19])[S:23]([C:26]1[CH:27]=[CH:28][C:29]([C:30]([O:32][CH3:33])=[O:31])=[CH:34][CH:35]=1)(=[O:25])=[O:24])=[O:18])([CH3:15])([CH3:16])[CH3:17] |f:1.2,4.5|. Procedure details: A solution of compound 6-C (0.70 g, 2.64 mmol) in DMF (20 mL) was cooled in an ice bath and treated with a 60% dispersion of NaH in mineral oil (0.126 g, 3.17 mmol) and stirred at ambient temp for 30 min. The solution was cooled on an ice bath and treated with methyl 4-(chlorosulfonyl)benzoate (1.24 g, added in portions). The resultant solution was stirred at ambient temperature for 18 hours. The solution was poured into ice water, and the resultant suspension was made basic with careful additio...